This data is from the Open Reaction Database (ORD), a public repository of structured organic reaction records. The task is: describe an organic reaction: reactants, conditions, products, and yield As a reaction SMILES: [Mg:1].[Br-:2].[CH:3]([C:5]1[CH:6]=[CH:7][CH:8]=[CH:9][CH:10]=1)=[CH2:4]>O1CCCC1>[CH:3]([C:5]1[CH:10]=[C:9]([Mg:1][Br:2])[CH:8]=[CH:7][CH:6]=1)=[CH2:4] |f:1.2|. Solvent: O1CCCC1 (tetrahydrofuran). The product is C(=C)C=1C=C(C=CC1)[Mg]Br (3-vinylphenylmagnesium bromide). Procedure: To a 2 liter three-neck flask equipped with a 500 ml dropping funnel, a reflux condenser, and a stirrer was added 28 g (1.15 mole) of metallic magnesium and it was dried sufficiently by supplying dry nitrogen gas. After that, 50 ml of tetrahydrofuran which had been dried with a molecular sieve 5 A, was dropped into the flask and the contents were stirred vigorously. A solution of 183 g (1.0 mole) of 3-vinylbenzene bromide in 500 ml of dry tetrahydrofuran was dropped little by little over 2 hours... The reactants are [Mg] (magnesium), [Br-].C(=C)C=1C=CC=CC1 (3-vinylbenzene bromide). Reaction conditions: temperature 80 celsius, time 1 hour. Starting materials: CC1(OCCN2C1=C(C=1C=CC=CC21)C)CCCO (1,10-Dimethyl-3,4-dihydro-1H-1,4-oxazino[4,3-a]indole-1-propanol), C1(=CC=C(C=C1)S(=O)(=O)Cl)C (p-Toluenesulfonyl chloride), O (water). The solvent is N1=CC=CC=C1 (pyridine). The product is CC1OCCN2C1=C(C=1C=CC=CC21)C.S(=O)(=O)(OCCC)C1=CC=C(C)C=C1 (1,10-dimethyl-3,4-dihydro-1H-1,4-oxazino[4,3-a]indole 1-propyl tosylate). Reaction SMILES: [CH3:1][C:2]1(CCCO)[C:7]2=[C:8]([CH3:15])[C:9]3[CH:10]=[CH:11][CH:12]=[CH:13][C:14]=3[N:6]2[CH2:5][CH2:4][O:3]1.[C:20]1([CH3:30])[CH:25]=[CH:24][C:23]([S:26](Cl)(=[O:28])=[O:27])=[CH:22][CH:21]=1.O>N1C=CC=CC=1>[CH3:1][CH:2]1[C:7]2=[C:8]([CH3:15])[C:9]3[CH:10]=[CH:11][CH:12]=[CH:13][C:14]=3[N:6]2[CH2:5][CH2:4][O:3]1.[S:26]([C:23]1[CH:24]=[CH:25][C:20]([CH3:30])=[CH:21][CH:22]=1)([O:3][CH2:2][CH2:7][CH3:8])(=[O:28])=[O:27] |f:4.5|. Procedure details: 1,10-Dimethyl-3,4-dihydro-1H-1,4-oxazino[4,3-a]indole-1-propanol (9,5 g.), described in Example 462, is dissolved in dry pyridine (20 ml.). p-Toluenesulfonyl chloride (7.4 g.) is added portionwise to the vigorously stirred and cooled solution. The mixture is stirred further at 0° C. for 1 hr,, ice and water is then added and the aqueous mixture is extracted with ether. The combined ether extracts are washed with 10% ice-cold hydrochloric acid, water, 5% sodium bicarbonate water and dried (Na2SO4... Starting materials: BrCCCOC1=CC=C(CNC2=CC(=NC(=N2)OCC(F)(F)F)NC2=CC=C(C(=O)NCC(CNC(OC(C)(C)C)=O)(C)C)C=C2)C=C1 (tert-butyl (3-(4-((6-((4-(3-bromopropoxy)benzyl)amino)-2-(2,2,2-trifluoroethoxy)pyrimidin-4-yl)amino)benzamido)-2,2-dimethylpropyl)carbamate), solution. Solvent: C(=O)(C(F)(F)F)O.C(Cl)Cl (TFA DCM). The product is NCC(CNC(C1=CC=C(C=C1)NC1=NC(=NC(=C1)NCC1=CC=C(C=C1)OCCCBr)OCC(F)(F)F)=O)(C)C (N-(3-amino-2,2-dimethylpropyl)-4-((6-((4-(3-bromopropoxy)benzyl)amino)-2-(2,2,2-trifluoroethoxy)pyrimidin-4-yl)amino)benzamide). Reaction SMILES: [Br:1][CH2:2][CH2:3][CH2:4][O:5][C:6]1[CH:48]=[CH:47][C:9]([CH2:10][NH:11][C:12]2[N:17]=[C:16]([O:18][CH2:19][C:20]([F:23])([F:22])[F:21])[N:15]=[C:14]([NH:24][C:25]3[CH:46]=[CH:45][C:28]([C:29]([NH:31][CH2:32][C:33]([CH3:44])([CH3:43])[CH2:34][NH:35]C(=O)OC(C)(C)C)=[O:30])=[CH:27][CH:26]=3)[CH:13]=2)=[CH:8][CH:7]=1>C(O)(C(F)(F)F)=O.C(Cl)Cl>[NH2:35][CH2:34][C:33]([CH3:44])([CH3:43])[CH2:32][NH:31][C:29](=[O:30])[C:28]1[CH:45]=[CH:46][C:25]([NH:24][C:14]2[CH:13]=[C:12]([NH:11][CH2:10][C:9]3[CH:47]=[CH:48][C:6]([O:5][CH2:4][CH2:3][CH2:2][Br:1])=[CH:7][CH:8]=3)[N:17]=[C:16]([O:18][CH2:19][C:20]([F:23])([F:21])[F:22])[N:15]=2)=[CH:26][CH:27]=1 |f:1.2|. Procedure details: tert-butyl (3-(4-((6-((4-(3-bromopropoxy)benzyl)amino)-2-(2,2,2-trifluoroethoxy)pyrimidin-4-yl)amino)benzamido)-2,2-dimethylpropyl)carbamate (100 mg, 0.14 mmol) was stirred in TFA/DCM (1:1) solution (2 mL) for 15 mins. The solution was concentrated under vacuum to give N-(3-amino-2,2-dimethylpropyl)-4-((6-((4-(3-bromopropoxy)benzyl)amino)-2-(2,2,2-trifluoroethoxy)pyrimidin-4-yl)amino)benzamide which was carried to the next step without purification. Starting materials: COC(=O)C1CC2=C(C=CC=C2CC1)OC (8-methoxy-1,2,3,4-tetrahydro-naphthalene-2-carboxylic acid methyl ester), [Li+].CC(C)[N-]C(C)C (LDA), C(=O)=O (CO2). Solvent: C1CCOC1 (THF). Reaction conditions: time 1.5 hour. The product is COC(=O)C1(CC2=C(C=CC=C2CC1)OC)C(=O)O (8-methoxy-3,4-dihydro-1H-naphthalene-2,2-dicarboxylic acid methyl ester). RXN SMILES: [CH3:1][O:2][C:3]([CH:5]1[CH2:14][CH2:13][C:12]2[C:7](=[C:8]([O:15][CH3:16])[CH:9]=[CH:10][CH:11]=2)[CH2:6]1)=[O:4].[Li+].CC([N-]C(C)C)C.[C:25](=[O:27])=[O:26]>C1COCC1>[CH3:1][O:2][C:3]([C:5]1([C:25]([OH:27])=[O:26])[CH2:14][CH2:13][C:12]2[C:7](=[C:8]([O:15][CH3:16])[CH:9]=[CH:10][CH:11]=2)[CH2:6]1)=[O:4] |f:1.2|. Reported procedure: A THF (1.0 mL) solution of 8-methoxy-1,2,3,4-tetrahydro-naphthalene-2-carboxylic acid methyl ester (660 mg, 3.0 mmol) was added to freshly made LDA (made by addition of 2.0 mL of 2.3 M BuLi to 1.5 mL THF solution of 0.7 mL iPr2NH) at −78° C. and the mixture was allowed to stir for 1.5 hour. A CO2 balloon was then applied. The reaction mixture was quenched with aqueous NH4Cl and the resulting mixture was extracted with ethyl acetate (3×15 mL). The combined organic extracts were dried over MgSO4 a... Reactants: C(C=C)[C@@]1(CCN(C(O1)=O)[C@@H](C)C1=CC=C(C=C1)Br)C1=C(C=CC=C1)F ((R)-6-allyl-3-((S)-1-(4-bromophenyl)ethyl)-6-(2-fluorophenyl)-1,3-oxazinan-2-one), FC1=CC=C(C=C1)B(O)O (4-fluorophenylboronic acid), C(=O)([O-])[O-].[Cs+].[Cs+] (Cs2CO3). The reagents and catalysts are Cl[Pd]([P](C1=CC=CC=C1)(C2=CC=CC=C2)C3=CC=CC=C3)([P](C4=CC=CC=C4)(C5=CC=CC=C5)C6=CC=CC=C6)Cl (Pd(Ph3P)2Cl2). Run in O1CCOCC1 (1,4-dioxane). Product: C(C=C)[C@@]1(CCN(C(O1)=O)[C@@H](C)C1=CC=C(C=C1)C1=CC=C(C=C1)F)C1=C(C=CC=C1)F ((R)-6-allyl-3-((S)-1-(4′-fluorobiphenyl-4-yl)ethyl)-6-(2-fluorophenyl)-1,3-oxazinan-2-one). The yield is 76.9%. Reaction SMILES: [CH2:1]([C@@:4]1([C:20]2[CH:25]=[CH:24][CH:23]=[CH:22][C:21]=2[F:26])[O:9][C:8](=[O:10])[N:7]([C@H:11]([C:13]2[CH:18]=[CH:17][C:16](Br)=[CH:15][CH:14]=2)[CH3:12])[CH2:6][CH2:5]1)[CH:2]=[CH2:3].[F:27][C:28]1[CH:33]=[CH:32][C:31](B(O)O)=[CH:30][CH:29]=1.C([O-])([O-])=O.[Cs+].[Cs+]>O1CCOCC1.Cl[Pd](Cl)([P](C1C=CC=CC=1)(C1C=CC=CC=1)C1C=CC=CC=1)[P](C1C=CC=CC=1)(C1C=CC=CC=1)C1C=CC=CC=1>[CH2:1]([C@@:4]1([C:20]2[CH:25]=[CH:24][CH:23]=[CH:22][C:21]=2[F:26])[O:9][C:8](=[O:10])[N:7]([C@H:11]([C:13]2[CH:18]=[CH:17][C:16]([C:31]3[CH:32]=[CH:33][C:28]([F:27])=[CH:29][CH:30]=3)=[CH:15][CH:14]=2)[CH3:12])[CH2:6][CH2:5]1)[CH:2]=[CH2:3] |f:2.3.4,^1:51,70|. Procedure details: A mixture of (R)-6-allyl-3-((S)-1-(4-bromophenyl)ethyl)-6-(2-fluorophenyl)-1,3-oxazinan-2-one (100 mg, 0.24 mmol) and 4-fluorophenylboronic acid (55 mg, 0.36 mmol), Pd(Ph3P)2Cl2 (20 mg), and aq Cs2CO3 solution (0.5 mL, 2 M) in 1,4-dioxane (10 mL) was stirred and heated to reflux for 2 h. The organic phase was separated, and concentrated to give the crude product, which was purified by preparative TLC to give (R)-6-allyl-3-((S)-1-(4′-fluorobiphenyl-4-yl)ethyl)-6-(2-fluorophenyl)-1,3-oxazinan-2-on... The reactants are CCCCCCOc1cc(NC(C)=O)ccc1C(=O)OC, CN(C)C=O, O=C1CCC(=O)N1Cl. Product: CCCCCCOc1cc(NC(C)=O)c(Cl)cc1C(=O)OC. RXN SMILES: [CH3:1][O:2][C:3]([c:4]1[c:5]([O:14][CH2:15][CH2:16][CH2:17][CH2:18][CH2:19][CH3:20])[cH:6][c:7]([NH:10][C:11]([CH3:12])=[O:13])[cH:8][cH:9]1)=[O:21].[CH3:30][N:31]([CH3:32])[CH:33]=[O:34].[Cl:22][N:23]1[C:24](=[O:25])[CH2:26][CH2:27][C:28]1=[O:29]>>[CH3:1][O:2][C:3]([c:4]1[c:5]([O:14][CH2:15][CH2:16][CH2:17][CH2:18][CH2:19][CH3:20])[cH:6][c:7]([NH:10][C:11]([CH3:12])=[O:13])[c:8]([Cl:22])[cH:9]1)=[O:21]. Reactants: tetracarboxylic acid dianhydrides, tetracarboxylic acid dianhydride, N-methyl, [H-].[H-].C(=O)(O)C=1C=C(C=CC1C(=O)O)C(C(F)(F)F)(C(F)(F)F)C1=CC(=C(C=C1)C(=O)O)C(=O)O (2,2-bis(3,4-dicarboxyphenyl) hexafluoropropane dihydride), diamines, NC1=CC=C(OC2=CC(=CC=C2)OC2=CC=C(C=C2)N)C=C1 (1,3-bis(4-aminophenoxy)benzene), FC(C1=C(C=CC(=C1)N)C1=C(C=C(C=C1)N)C(F)(F)F)(F)F (2,2'-bis(trifluoromethyl)-4,4'-diaminobiphenyl), NCCC[Si](O[Si](C)(C)C)(C)CCCN (bis(aminopropyl)tetramethyldisiloxane), diamine, C(C=1C(C(=O)O)=CC=CC1)(=O)OC(C=1C(C(=O)OC(C=2C(C(=O)O)=CC=CC2)=O)=CC=CC1)=O (diphathalic acid dianhydride). The solvent is CN1C(CCC1)=O (N-methyl-2-pyrrolidone). Reaction conditions: time 24 hour. Product: CC1(CC(C2=C1C=C(C=C2)N)(C)C3=CC=C(C=C3)N)C.C1=CC2=C(C=C1C(=O)C3=CC4=C(C=C3)C(=O)OC4=O)C(=O)OC2=O (polyimide resin). RXN SMILES: NC1C=CC([O:6]C2C=CC=C(O[C:14]3[CH:19]=[CH:18][C:17]([NH2:20])=[CH:16][CH:15]=3)C=2)=CC=1.FC(F)(F)[C:25]1C=[C:29](N)[CH:28]=[CH:27][C:26]=1[C:32]1[CH:37]=[CH:36][C:35]([NH2:38])=[CH:34][C:33]=1C(F)(F)F.N[CH2:46]CC[Si](CCCN)(C)O[Si](C)(C)C.C(OC(=O)C1C(=CC=CC=1)[C:75]([O:77][C:78](=[O:88])[C:79]1[C:80](=[CH:84][CH:85]=[CH:86][CH:87]=1)C(O)=O)=[O:76])(=O)C1C(=CC=CC=1)C(O)=O.[H-].[H-].C(C1C=C([C:108]([C:117]2[CH:122]=[CH:121][C:120]([C:123]([OH:125])=O)=[C:119]([C:126]([OH:128])=[O:127])[CH:118]=2)(C(F)(F)F)C(F)(F)F)C=CC=1C(O)=O)(O)=O>CN1CCCC1=O>[CH3:46][C:28]1([CH3:29])[C:37]2[CH:36]=[C:35]([NH2:38])[CH:34]=[CH:33][C:32]=2[C:26]([C:14]2[CH:15]=[CH:16][C:17]([NH2:20])=[CH:18][CH:19]=2)([CH3:25])[CH2:27]1.[CH:85]1[C:86]([C:108]([C:117]2[CH:122]=[CH:121][C:120]3[C:123]([O:128][C:126](=[O:127])[C:119]=3[CH:118]=2)=[O:125])=[O:6])=[CH:87][C:79]2[C:78]([O:77][C:75](=[O:76])[C:80]=2[CH:84]=1)=[O:88] |f:4.5.6,8.9|. Procedure details: In 11.81 kg of N-methyl-2-pyrrolidone were dissolved 0.949 kg (3.25 mols) of 1,3-bis(4-aminophenoxy)benzene, 0.936 kg (2.92 mols) of 2,2'-bis(trifluoromethyl)-4,4'-diaminobiphenyl, and 0.081 kg (0.33 mol) of bis(aminopropyl)tetramethyldisiloxane (the sum of the diamine components: 6.5 mols ) as diamines, and 0.956 kg (3.25 mols) of diphathalic acid dianhydride and 1,443 kg (3.25 mols) of 2,2-bis(3,4-dicarboxyphenyl) hexafluoropropane dihydride (the sum of the tetracarboxylic acid dianhydride com...